From a dataset of the Open Reaction Database (ORD), a public repository of structured organic reaction records. describe an organic reaction: reactants, conditions, products, and yield The reactants are FC1=C(C=CC=C1)I (2-Fluoroiodobenzene), ClS(=O)(=O)O (chlorosulfonic acid), crude residue. Run in CCCCCCC (heptane). Reaction conditions: time 2 hour. Product: FC1=CC=C(C=C1I)S(=O)(=O)Cl (4-Fluoro-5-iodobenzenesulfonyl chloride). As a reaction SMILES: [F:1][C:2]1[CH:7]=[CH:6][CH:5]=[CH:4][C:3]=1[I:8].[Cl:9][S:10](O)(=[O:12])=[O:11]>CCCCCCC>[F:1][C:2]1[C:3]([I:8])=[CH:4][C:5]([S:10]([Cl:9])(=[O:12])=[O:11])=[CH:6][CH:7]=1. Procedure details: 2-Fluoroiodobenzene (0.58 mL, 5.0 mmol) was added dropwise to chlorosulfonic acid (1.66 mL, 25 mmol) at 0° C. The reaction mixture was allowed to warm to ambient temperature and stirred for 2 hours. The reaction mixture was poured into ice and the mixture was extracted with dichloromethane (3×30 mL). The combined organic layer was dried over magnesium sulfate and concentrated in vacuo to obtain a crude residue. The crude residue was dissolved in heptane (100 mL) and the suspension was filtered. ... Reactants: O=C(c1ncc[nH]1)c1ncc[nH]1, C1CCOC1, CCN(C(C)C)C(C)C, Nc1nc(CCl)cs1, Cl, NCc1cccc(F)c1, O. Yields the product O=C(NCc1cccc(F)c1)Nc1nc(CCl)cs1. As a reaction SMILES: [C:10](=[O:11])([c:12]1[nH:13][cH:14][cH:15][n:16]1)[c:17]1[nH:18][cH:19][cH:20][n:21]1.[CH2:40]1[O:41][CH2:42][CH2:43][CH2:44]1.[CH:22]([N:23]([CH2:24][CH3:25])[CH:26]([CH3:27])[CH3:28])([CH3:29])[CH3:30].[Cl:2][CH2:3][c:4]1[n:5][c:6]([NH2:9])[s:7][cH:8]1.[ClH:1].[F:31][c:32]1[cH:33][c:34]([CH2:35][NH2:36])[cH:37][cH:38][cH:39]1.[OH2:45]>>[Cl:2][CH2:3][c:4]1[n:5][c:6]([NH:9][C:10](=[O:11])[NH:36][CH2:35][c:34]2[cH:33][c:32]([F:31])[cH:39][cH:38][cH:37]2)[s:7][cH:8]1.